From a dataset of the Open Reaction Database (ORD), a public repository of structured organic reaction records. describe an organic reaction: reactants, conditions, products, and yield Starting materials: C1(CCCCC1)C=1C=2C=CC(=CC2N2C1C1=C(CN(CC2)CCN(C)C)C=CC=C1)C(=O)OC (Methyl 14-cyclohexyl-6-[2-(dimethylamino)ethyl]-5,6,7,8-tetrahydroindolo[2,1-a][2,5]benzodiazocine-11-carboxylate), [OH-].[Na+] (NaOH). Run in CO (MeOH). Yields the product C1(CCCCC1)C=1C=2C=CC(=CC2N2C1C1=C(CN(CC2)CCN(C)C)C=CC=C1)C(=O)O (14-cyclohexyl-6-[2-(dimethylamino)ethyl]-5,6,7,8-tetrahydroindolo[2,1-a][2,5]benzo diazocine-11-carboxylic acid). RXN SMILES: [CH:1]1([C:7]2[C:8]3[CH:9]=[CH:10][C:11]([C:31]([O:33]C)=[O:32])=[CH:12][C:13]=3[N:14]3[CH2:21][CH2:20][N:19]([CH2:22][CH2:23][N:24]([CH3:26])[CH3:25])[CH2:18][C:17]4[CH:27]=[CH:28][CH:29]=[CH:30][C:16]=4[C:15]=23)[CH2:6][CH2:5][CH2:4][CH2:3][CH2:2]1.[OH-].[Na+]>CO>[CH:1]1([C:7]2[C:8]3[CH:9]=[CH:10][C:11]([C:31]([OH:33])=[O:32])=[CH:12][C:13]=3[N:14]3[CH2:21][CH2:20][N:19]([CH2:22][CH2:23][N:24]([CH3:26])[CH3:25])[CH2:18][C:17]4[CH:27]=[CH:28][CH:29]=[CH:30][C:16]=4[C:15]=23)[CH2:6][CH2:5][CH2:4][CH2:3][CH2:2]1 |f:1.2|. Procedure details: A solution of methyl 14-cyclohexyl-6-[2-(dimethylamino)ethyl]-5,6,7,8-tetrahydroindolo[2,1-a][2,5]benzodiazocine-11-carboxylate (0.16 M, 1 eq, from Step 4) in MeOH and 1N NaOH (4 eq) was heated to 80° C. for 6 h. After cooling to RT, the MeOH was removed under reduced pressure and the resulting aqueous solution acidified with aqueous 3N HCl until pH 1-2 resulting in formation of a pale yellow precipitate. This was filtered off and dried on the filter overnight to afford the crude hydrochloride s... Starting materials: O=C([O-])[O-], CC(C)(C)NCC(O)c1ccc(O)c(C(N)=O)c1, CCOC(C)=O, CCC(C)=O, ClCc1ccccc1, Cl, [K+], [K+]. Yields the product CC(C)(C)NCC(O)c1ccc(OCc2ccccc2)c(C(N)=O)c1. As a reaction SMILES: [C:20](=[O:21])([O-:22])[O-:23].[C:2]([CH3:3])([CH3:4])([CH3:5])[NH:6][CH2:7][CH:8]([OH:9])[c:10]1[cH:11][cH:12][c:13]([OH:19])[c:14]([C:15](=[O:16])[NH2:17])[cH:18]1.[CH3:34][CH2:35][O:36][C:37](=[O:38])[CH3:39].[CH3:40][C:41]([CH2:42][CH3:43])=[O:44].[Cl:26][CH2:27][c:28]1[cH:29][cH:30][cH:31][cH:32][cH:33]1.[ClH:1].[K+:24].[K+:25]>>[C:2]([CH3:3])([CH3:4])([CH3:5])[NH:6][CH2:7][CH:8]([OH:9])[c:10]1[cH:11][cH:12][c:13]([O:19][CH2:27][c:28]2[cH:29][cH:30][cH:31][cH:32][cH:33]2)[c:14]([C:15](=[O:16])[NH2:17])[cH:18]1. Starting materials: ClC1=CC2=C(N3C(=NN=C3CNC2)[C@@H]2CC[C@H](CC2)C2=NOC(=C2)C)C=C1 (trans-8-chloro-1-[4-(5-methyl-isoxazol-3-yl)-cyclohexyl]-5,6-dihydro-4H-2,3,5,10b-tetraaza-benzo[e]azulene), C([O-])([O-])=O.[Cs+].[Cs+] (cesium carbonate), Cl.CNCCCl (2-methylaminoethyl chloride hydrochloride). The solvent is C(C)#N (acetonitrile). Reaction conditions: temperature 70 celsius. The product is ClC1=CC2=C(N3C(=NN=C3CN(C2)CCNC)[C@@H]2CC[C@H](CC2)C2=NOC(=C2)C)C=C1 (trans-(2-{8-Chloro-1-[4-(5-methyl-isoxazol-3-yl)-cyclohexyl]-4H,6H-2,3,5,10b-tetraaza-benzo[e]azulen-5-yl}-ethyl)-methyl-amine). As a reaction SMILES: [Cl:1][C:2]1[CH:27]=[CH:26][C:5]2[N:6]3[C:10]([CH2:11][NH:12][CH2:13][C:4]=2[CH:3]=1)=[N:9][N:8]=[C:7]3[C@H:14]1[CH2:19][CH2:18][C@H:17]([C:20]2[CH:24]=[C:23]([CH3:25])[O:22][N:21]=2)[CH2:16][CH2:15]1.C(=O)([O-])[O-].[Cs+].[Cs+].Cl.[CH3:35][NH:36][CH2:37][CH2:38]Cl>C(#N)C>[Cl:1][C:2]1[CH:27]=[CH:26][C:5]2[N:6]3[C:10]([CH2:11][N:12]([CH2:38][CH2:37][NH:36][CH3:35])[CH2:13][C:4]=2[CH:3]=1)=[N:9][N:8]=[C:7]3[C@H:14]1[CH2:15][CH2:16][C@H:17]([C:20]2[CH:24]=[C:23]([CH3:25])[O:22][N:21]=2)[CH2:18][CH2:19]1 |f:1.2.3,4.5|. Procedure details: A mixture of trans-8-chloro-1-[4-(5-methyl-isoxazol-3-yl)-cyclohexyl]-5,6-dihydro-4H-2,3,5,10b-tetraaza-benzo[e]azulene (50.0 mg, 0.130 mmol), cesium carbonate (170 mg, 0.521 mmol) and 2-methylaminoethyl chloride hydrochloride (67.7 mg, 0.521 mmol) in acetonitrile (1.3 ml) was heated at 70° C. for 20 h. After cooling to room temperature the reaction mixture was partitioned between 1 M aqueous sodium hydroxide solution (2 ml) and ethyl acetate (5 ml). The layers were separated. The aqueous layer ... Starting materials: O (water), lithium cobalt (I) phthalocyanine, C1CCOC1 (THF), [N+](=O)([O-])C1=CC=C(CC#N)C=C1 (p-nitrobenzyl cyanide), C(=O)=O (CO2). Run in CO (methanol). The product is NC1=CC=C(CC#N)C=C1 (p-amino benzyl cyanide). Yield: 94.6%. RXN SMILES: C1COCC1.[N+:6]([C:9]1[CH:17]=[CH:16][C:12]([CH2:13][C:14]#[N:15])=[CH:11][CH:10]=1)([O-])=O.O.C(=O)=O>CO>[NH2:6][C:9]1[CH:17]=[CH:16][C:12]([CH2:13][C:14]#[N:15])=[CH:11][CH:10]=1. Procedure details: Under nitrogen, 11.5 g (12.7 mmol) lithium cobalt (I) phthalocyanine×4.5 THF and 324 mg (2 mmol) p-nitrobenzyl cyanide are agitated in 60 ml methanol for 62 hours at 20° C. The green reaction mixture is mixed with 10 ml water; then CO2 and air are passed into it for 5 min., and the blue precipitate is centrifuged which is washed out with ethanol. The centrifugate collected is concentrated, and the residue separated into water and ether. After compression of the ether phase, which is dried via so... Reactants: CN1C(=NN=C1SC)C1=CC=NC=C1 (4-[4-methyl-5-(methylthio)-4H-1,2,4-triazol-3-yl]pyridine), O=[Si]=O (Dicalite), [Mn](=O)(=O)(=O)[O-].[K+] (potassium permanganate), [OH-].[Na+] (sodium hydroxide). Solvent: O (water), C(C)(=O)O (acetic acid), C(Cl)(Cl)Cl (chloroform). Run at temperature 14.5 celsius, time 4 hour. Yields the product CN1C(=NN=C1S(=O)(=O)C)C1=CC=NC=C1 (4-[4-Methyl-5-(methylsulfonyl)-4H-1,2,4-triazol-3-yl]pyridine). RXN SMILES: [CH3:1][N:2]1[C:6]([S:7][CH3:8])=[N:5][N:4]=[C:3]1[C:9]1[CH:14]=[CH:13][N:12]=[CH:11][CH:10]=1.[Mn]([O-])(=O)(=O)=[O:16].[K+].[OH-:21].[Na+].O=[Si]=O>O.C(O)(=O)C.C(Cl)(Cl)Cl>[CH3:1][N:2]1[C:6]([S:7]([CH3:8])(=[O:16])=[O:21])=[N:5][N:4]=[C:3]1[C:9]1[CH:14]=[CH:13][N:12]=[CH:11][CH:10]=1 |f:1.2,3.4|. Procedure: To a mechanically stirred solution of 4-[4-methyl-5-(methylthio)-4H-1,2,4-triazol-3-yl]pyridine (228 g) from the previous step, in a mixture of water (1.15 L) and acetic acid (1.15 L), was added portion-wise while cooling potassium permanganate (234 g), at such a rate as to maintain the temperature between 12 to 17° C. (ca. 45 min). The reaction mixture was then stirred at r.t. for 4 h before cooling on an ice-bath during the addition of a sodium hydroxide solution (5 N) over 2.5 h to set the pH... Starting materials: C(C)(C)(C)NS(=O)(=O)C1=CC(=CC=C1)C1=CC=C2C=NC(=NN21)S(=O)C (N-tert-butyl-3-(2-methanesulfinyl-pyrrolo[2,1-f][1,2,4]triazin-7-yl)-benzenesulfonamide), FC(C=1NC2=C(N1)C=CC(=C2)N)(F)F (2-trifluoromethyl-3H-benzimidazol-5-ylamine). The product is C(C)(C)(C)NS(=O)(=O)C1=CC(=CC=C1)C1=CC=C2C=NC(=NN21)NC2=CC1=C(N=C(N1)C(F)(F)F)C=C2 (N-tert-Butyl-3-[2-(2-trifluoromethyl-3H-benzimidazol-5-ylamino)-pyrrolo[2,1-f][1,2,4]triazin-7-yl]-benzenesulfonamide). Reaction SMILES: [C:1]([NH:5][S:6]([C:9]1[CH:14]=[CH:13][CH:12]=[C:11]([C:15]2[N:23]3[C:18]([CH:19]=[N:20][C:21](S(C)=O)=[N:22]3)=[CH:17][CH:16]=2)[CH:10]=1)(=[O:8])=[O:7])([CH3:4])([CH3:3])[CH3:2].[F:27][C:28]([F:40])([F:39])[C:29]1[NH:30][C:31]2[CH:37]=[C:36]([NH2:38])[CH:35]=[CH:34][C:32]=2[N:33]=1>>[C:1]([NH:5][S:6]([C:9]1[CH:14]=[CH:13][CH:12]=[C:11]([C:15]2[N:23]3[C:18]([CH:19]=[N:20][C:21]([NH:38][C:36]4[CH:35]=[CH:34][C:32]5[N:33]=[C:29]([C:28]([F:40])([F:39])[F:27])[NH:30][C:31]=5[CH:37]=4)=[N:22]3)=[CH:17][CH:16]=2)[CH:10]=1)(=[O:8])=[O:7])([CH3:4])([CH3:3])[CH3:2]. Procedure details: Following the synthetic and purification procedures described in Example 1293d, N-tert-butyl-3-(2-methanesulfinyl-pyrrolo[2,1-f][1,2,4]triazin-7-yl)-benzenesulfonamide (103 mg, 0.262 mmol) was coupled with 2-trifluoromethyl-3H-benzimidazol-5-ylamine (91 mg, 0.45 mmol) at 105° C. for 132 h to afford the title compound. Yield of TFA salt: 15 mg (26%) of brown powder; LC/MS: 529 (M+H); HPLC: 97% pure, RT=2.16 min; 1H NMR: (DMSO, δ) 9.68 (s, 1H), 9.07 (s, 1H), 8.53 (m, 2H), 8.02 (s, 1H), 7.86 (d, J=... The reactants are ClC1=C(C=CC(=C1)Cl)C1=NC(=NC=C1N1C=NC=C1)CCN (4-(2,4-dichlorophenyl)-5-imidazol-1-ylpyrimidin-2-ylethylamine), ClC1=NC=C(C(=N1)N)C#N (2-chloro-4-amino-5-cyanopyrimidine), ClC1=C(C=CC(=C1)Cl)C1=NC(=NC=C1C=1NC=CN1)NCCNC1=NC(=C(C=C1)[N+](=O)[O-])OC ([4-(2,4-dichlorophenyl)-5-imidazol-2-ylpyrimidin-2-yl]{2-[(6-methoxy-5-nitro(2-pyridyl))amino]ethyl}amine). Product: NC1=NC(=NC=C1C#N)NCCNC1=NC=C(C(=N1)C1=C(C=C(C=C1)Cl)Cl)C=1NC=CN1 (4-amino-2-[(2-{[4-(2,4-dichlorophenyl)-5-imidazolylpyrimidin-2-yl]amino}ethyl)-amino]pyrimidine-5-carbonitrile). Reaction SMILES: ClC1C=C(Cl)C=CC=1C1C(N2C=CN=C2)=CN=C(CCN)N=1.Cl[C:24]1[N:29]=[C:28]([NH2:30])[C:27]([C:31]#[N:32])=[CH:26][N:25]=1.[Cl:33][C:34]1[CH:39]=[C:38]([Cl:40])[CH:37]=[CH:36][C:35]=1[C:41]1[C:46]([C:47]2[NH:48][CH:49]=[CH:50][N:51]=2)=[CH:45][N:44]=[C:43]([NH:52][CH2:53][CH2:54][NH:55]C2C=CC([N+]([O-])=O)=C(OC)N=2)[N:42]=1>>[NH2:30][C:28]1[C:27]([C:31]#[N:32])=[CH:26][N:25]=[C:24]([NH:55][CH2:54][CH2:53][NH:52][C:43]2[N:42]=[C:41]([C:35]3[CH:36]=[CH:37][C:38]([Cl:40])=[CH:39][C:34]=3[Cl:33])[C:46]([C:47]3[NH:51][CH:50]=[CH:49][N:48]=3)=[CH:45][N:44]=2)[N:29]=1. Reported procedure: 4-amino-2-[(2-{[4-(2,4-dichlorophenyl)-5-imidazolylpyrimidin-2-yl]amino}ethyl)-amino]pyrimidine-5-carbonitrile was prepared from [4-(2,4-dichlorophenyl)-5-imidazol-1-ylpyrimidin-2-ylethylamine and 2-chloro-4-amino-5-cyanopyrimidine in accordance with the procedure described above for the preparation of [4-(2,4-dichlorophenyl)-5-imidazol-2-ylpyrimidin-2-yl]{2-[(6-methoxy-5-nitro(2-pyridyl))amino]ethyl}amine. The reactants are CC(C(=O)OCN1C2=NC(=NC(=C2N=C1)Cl)N)(C)C (2-amino-6-chloropurin-9-yl-methyl 2,2-dimethylpropionate), CSSC (methyl disulfide), N(=O)OC(C)(C)C (tert-butyl nitrite). The solvent is C(C)#N (acetonitrile). Conditions: time 8 hour. The product is CC(C(=O)OCN1C2=NC(=NC(=C2N=C1)Cl)SC)(C)C (6-Chloro-2-methylthiopurin-9-ylmethyl 2,2-dimethylpropionate). The yield is 57.8%. Reaction SMILES: [CH3:1][C:2]([CH3:19])([CH3:18])[C:3]([O:5][CH2:6][N:7]1[CH:15]=[N:14][C:13]2[C:8]1=[N:9][C:10](N)=[N:11][C:12]=2[Cl:16])=[O:4].[CH3:20][S:21]SC.N(OC(C)(C)C)=O>C(#N)C>[CH3:1][C:2]([CH3:19])([CH3:18])[C:3]([O:5][CH2:6][N:7]1[CH:15]=[N:14][C:13]2[C:8]1=[N:9][C:10]([S:21][CH3:20])=[N:11][C:12]=2[Cl:16])=[O:4]. Procedure: To a stirred solution of 2-amino-6-chloropurin-9-yl-methyl 2,2-dimethylpropionate 81 (0.566 g, 2 mmol) in acetonitrile (2 mL) was added methyl disulfide (0.94 g, 10 mmol), and tert-butyl nitrite (90%, 1.14 g, 10 mmol) and the resulting reaction mixture was stirred at room temperature for 8 h. The reaction mixture was concentrated in vacuo, and the resulting crude product was subjected to silica gel column chromatography (AcOEt/petroleum ether=1/10), which furnished 82 (0.364 g, 55%): 1H NMR (CDC...